Dataset: the Open Reaction Database (ORD), a public repository of structured organic reaction records. Task: describe an organic reaction: reactants, conditions, products, and yield Reactants: C(C)(=O)[O-].[Na+] (sodium acetate), C(C=C)C(C(C)=O)C(=C)C (3-allyl-4-methyl-pent-4-en-2-one), C(C)(=O)OO (peracetic acid). Run in ClCCl (dichloromethane). Reaction conditions: temperature 30 celsius, time 1 hour. Product: C(C=C)C(C(C)=O)C1(CO1)C (3-allyl-4-methyl-4,5-epoxy-pentan-2-one). RXN SMILES: C([O-])(=[O:3])C.[Na+].[CH2:6]([CH:9]([C:13]([CH3:15])=[CH2:14])[C:10](=[O:12])[CH3:11])[CH:7]=[CH2:8].C(OO)(=O)C>ClCCl>[CH2:6]([CH:9]([C:13]1([CH3:15])[O:3][CH2:14]1)[C:10](=[O:12])[CH3:11])[CH:7]=[CH2:8] |f:0.1|. Procedure: 2.5 Grams of sodium acetate was added at 30° C. to a mixture of 3-allyl-4-methyl-pent-4-en-2-one (5.0 g) and dichloromethane (100 ml), and then a 9% peracetic acid solution (153 g) was added dropwise thereto over 1 hour. After stirring at 30° C. for 4 hours, the reaction solution was treated in the same manner as in Example 3 to obtain 1.20 g of pure 3-allyl-4-methyl-4,5-epoxy-pentan-2-one.